Dataset: the Open Reaction Database (ORD), a public repository of structured organic reaction records. Task: describe an organic reaction: reactants, conditions, products, and yield The reactants are COC(NS(=O)(=O)C1=CC=C(C=C1)CCNC(=O)N1C(C2=CC=CC=C2C1)=O)=O (N-(4-[2-(1-oxo-isoindoline-2-carboxamido)-ethyl]-benzenesulfonyl)-carbamic acid methyl ester), C1(CCCCC1)N (cyclohexylamine). The solvent is O1CCOCC1 (dioxane). The product is O=C1N(CC2=CC=CC=C12)C(=O)NCCC1=CC=C(C=C1)S(=O)(=O)NC(=O)NC1CCCCC1 (N-(4-[2-(1-Oxo-isoindoline-2-carboxamido)-ethyl]-benzenesulfonyl)-N'-cyclohexyl-urea). RXN SMILES: C[O:2][C:3](=O)[NH:4][S:5]([C:8]1[CH:13]=[CH:12][C:11]([CH2:14][CH2:15][NH:16][C:17]([N:19]2[CH2:27][C:26]3[C:21](=[CH:22][CH:23]=[CH:24][CH:25]=3)[C:20]2=[O:28])=[O:18])=[CH:10][CH:9]=1)(=[O:7])=[O:6].[CH:30]1([NH2:36])[CH2:35][CH2:34][CH2:33][CH2:32][CH2:31]1>O1CCOCC1>[O:28]=[C:20]1[C:21]2[C:26](=[CH:25][CH:24]=[CH:23][CH:22]=2)[CH2:27][N:19]1[C:17]([NH:16][CH2:15][CH2:14][C:11]1[CH:12]=[CH:13][C:8]([S:5]([NH:4][C:3]([NH:36][CH:30]2[CH2:35][CH2:34][CH2:33][CH2:32][CH2:31]2)=[O:2])(=[O:6])=[O:7])=[CH:9][CH:10]=1)=[O:18]. Procedure: 4.2 g of N-(4-[2-(1-oxo-isoindoline-2-carboxamido)-ethyl]-benzenesulfonyl)-carbamic acid methyl ester (melting point 215°-217° C., prepared from 4-(2-[1-oxo-isoindoline-2-carboxamido]-ethyl)-benzenesulfonamide and methyl chloroformate) are dissolved in 100 ml of dioxane at 50° C. and 1 g of cyclohexylamine is added. The cyclohexylamine salt of the urethane, which precipitates, dissolves slowly on boiling under reflux for one hour. The mixture is concentrated to 1/3 of its volume and the residual... Starting materials: CN(C1CCN(CC1)C)C1=C(C=C(C=C1)C(F)(F)F)[N+](=O)[O-] (N,1-dimethyl-N-(2-nitro-4-(trifluoromethyl)phenyl)piperidin-4-amine). The reagents and catalysts are [Pd] (Pd/C). The solvent is CO (MeOH). Yields the product CN(C=1C(=CC(=CC1)C(F)(F)F)N)C1CCN(CC1)C (N1-methyl-N1-(1-methylpiperidin-4-yl)-4-(trifluoromethyl)benzene-1,2-diamine). Reaction SMILES: [CH3:1][N:2]([C:10]1[CH:15]=[CH:14][C:13]([C:16]([F:19])([F:18])[F:17])=[CH:12][C:11]=1[N+:20]([O-])=O)[CH:3]1[CH2:8][CH2:7][N:6]([CH3:9])[CH2:5][CH2:4]1>CO.[Pd]>[CH3:1][N:2]([CH:3]1[CH2:8][CH2:7][N:6]([CH3:9])[CH2:5][CH2:4]1)[C:10]1[C:11]([NH2:20])=[CH:12][C:13]([C:16]([F:19])([F:18])[F:17])=[CH:14][CH:15]=1. Reported procedure: To a solution of N,1-dimethyl-N-(2-nitro-4-(trifluoromethyl)phenyl)piperidin-4-amine (11.3 g, 35.6 mmol) in MeOH (260 mL) at RT was added 10% Pd/C (1.89 g). H2 gas was bubbled through the solution for 5 minutes and the reaction was stirred under an atmosphere of H2 gas. The reaction was monitored by LCMS, and H2 gas was added periodically until consumption of starting material. The mixture was filtered through Celite® with MeOH and concentrated to afford the desired product. Reaction SMILES: [CH2:30]([Cl:31])[Cl:32].[CH3:6][c:7]1[n:8]([CH3:24])[cH:9][c:10]2[c:16]1[C:15]([c:17]1[cH:18][cH:19][cH:20][cH:21][cH:22]1)=[N:14][CH2:13][C:12](=[O:23])[NH:11]2.[Na+:29].[O-:25][C:26]([OH:27])=[O:28].[S:1]([Cl:2])(=[O:3])([Cl:4])=[O:5]>>[Cl:4][c:9]1[n:8]([CH3:24])[c:7]([CH3:6])[c:16]2[c:10]1[NH:11][C:12](=[O:23])[CH2:13][N:14]=[C:15]2[c:17]1[cH:18][cH:19][cH:20][cH:21][cH:22]1. Yields the product Cc1c2c(c(Cl)n1C)NC(=O)CN=C2c1ccccc1. Starting materials: ClCCl, Cc1c2c(cn1C)NC(=O)CN=C2c1ccccc1, [Na+], O=C([O-])O, O=S(=O)(Cl)Cl. Reactants: C1CCOC1, COc1ccc(C2(O)CCC(=O)CC2)cn1. Yields the product COc1ccc(C2=CCC(=O)CC2)cn1. Reaction SMILES: [CH2:17]1[O:18][CH2:19][CH2:20][CH2:21]1.[OH:1][C:2]1([c:9]2[cH:10][n:11][c:12]([O:15][CH3:16])[cH:13][cH:14]2)[CH2:3][CH2:4][C:5](=[O:8])[CH2:6][CH2:7]1>>[C:2]1([c:9]2[cH:10][n:11][c:12]([O:15][CH3:16])[cH:13][cH:14]2)=[CH:3][CH2:4][C:5](=[O:8])[CH2:6][CH2:7]1. Product: NC(=O)C=Cc1ccc(Oc2ccccc2)nc1. Reactants: CC(C)N=C=NC(C)C, [NH4+], O=C(O)C=Cc1ccc(Oc2ccccc2)nc1, CN(C)C=O, On1nnc2ccccc21. As a reaction SMILES: [CH:19]([N:22]=[C:20]=[N:21][CH:23]([CH3:24])[CH3:25])([CH3:26])[CH3:27].[NH4+:28].[O:1]([c:2]1[cH:3][cH:4][cH:5][cH:6][cH:7]1)[c:8]1[cH:9][cH:10][c:11]([CH:14]=[CH:15][C:16](=[O:17])[OH:18])[cH:12][n:13]1.[O:39]=[CH:40][N:41]([CH3:42])[CH3:43].[n:29]1([OH:30])[c:31]2[cH:32][cH:33][cH:34][cH:35][c:36]2[n:37][n:38]1>>[O:1]([c:2]1[cH:3][cH:4][cH:5][cH:6][cH:7]1)[c:8]1[cH:9][cH:10][c:11]([CH:14]=[CH:15][C:16](=[O:18])[NH2:22])[cH:12][n:13]1. Product: C1(CC1)C1=NC(=NC(=N1)OC)C(Cl)(Cl)Cl (2-cyclopropyl-4-methoxy-6-trichloromethyl-1,3,5-triazine). The reactants are C1(CC1)C1=NC(=NC(=N1)C(Cl)(Cl)Cl)C(Cl)(Cl)Cl (2-cyclopropyl-4,6-bis-(trichloromethyl)-1,3,5-triazine), C[O-].[Na+] (sodium methylate). Run in CO (MeOH). As a reaction SMILES: [CH:1]1([C:4]2[N:9]=[C:8](C(Cl)(Cl)Cl)[N:7]=[C:6]([C:14]([Cl:17])([Cl:16])[Cl:15])[N:5]=2)[CH2:3][CH2:2]1.[CH3:18][O-:19].[Na+]>CO>[CH:1]1([C:4]2[N:9]=[C:8]([O:19][CH3:18])[N:7]=[C:6]([C:14]([Cl:17])([Cl:16])[Cl:15])[N:5]=2)[CH2:3][CH2:2]1 |f:1.2|. Procedure: To a solution of 48 g of 2-cyclopropyl-4,6-bis-(trichloromethyl)-1,3,5-triazine in 200 ml of MeOH are added, with stirring, 4.9 g of sodium methylate, and the mixture is stirred for 1 hour at room temperature; it is then filtered and the filtrate is evaporated to dryness. The yield is 28.5 g of the title compound as a light-red oil, which solidifies after some time, m.p. 49°-51° C. The reactants are CCOC(=O)Cc1nc(-c2ccc(OC)cc2)oc1-c1ccco1, CO, [K+], [OH-], O. Product: COc1ccc(-c2nc(CC(=O)O)c(-c3ccco3)o2)cc1. As a reaction SMILES: [CH3:1][O:2][c:3]1[cH:4][cH:5][c:6](-[c:9]2[o:10][c:11](-[c:20]3[o:21][cH:22][cH:23][cH:24]3)[c:12]([CH2:14][C:15](=[O:16])[O:17][CH2:18][CH3:19])[n:13]2)[cH:7][cH:8]1.[CH3:25][OH:26].[K+:28].[OH-:27].[OH2:29]>>[CH3:1][O:2][c:3]1[cH:4][cH:5][c:6](-[c:9]2[o:10][c:11](-[c:20]3[o:21][cH:22][cH:23][cH:24]3)[c:12]([CH2:14][C:15](=[O:16])[OH:17])[n:13]2)[cH:7][cH:8]1. Starting materials: C=CCN, CCO, Cc1ccc2c(c1)SCC(C(=O)O)O2. The product is C=CCNC(=O)C1CSc2cc(C)ccc2O1. RXN SMILES: [CH2:15]([CH:16]=[CH2:17])[NH2:18].[CH3:19][CH2:20][OH:21].[CH3:1][c:2]1[cH:3][cH:4][c:5]2[c:6]([cH:14]1)[S:7][CH2:8][CH:9]([C:11](=[O:12])[OH:13])[O:10]2>>[CH3:1][c:2]1[cH:3][cH:4][c:5]2[c:6]([cH:14]1)[S:7][CH2:8][CH:9]([C:11](=[O:13])[NH:18][CH2:15][CH:16]=[CH2:17])[O:10]2.